Dataset: the Open Reaction Database (ORD), a public repository of structured organic reaction records. Task: describe an organic reaction: reactants, conditions, products, and yield Starting materials: COc1ccc(B(O)O)cc1 (effective_coupling_partner), CCN(CC)C(=O)Oc1ccccc1 (substrate). The reagents and catalysts are PCy3. Conditions: temperature 130 celsius, time 24 hour. Yields the product COc2ccc(c1ccccc1)cc2. Reactants: C[Al](C)C, Cc1ccccc1, COC(=O)C1C(C)CCN1C(C)c1ccccc1, C, [Cl-], Cl, [NH4+]. Product: CC1CCN(C(C)c2ccccc2)C1C(N)=O. Reaction SMILES: [CH3:1][Al:2]([CH3:3])[CH3:4].[CH3:27][c:28]1[cH:29][cH:30][cH:31][cH:32][cH:33]1.[CH3:8][O:9][C:10](=[O:11])[CH:12]1[N:13]([CH:18]([CH3:19])[c:20]2[cH:21][cH:22][cH:23][cH:24][cH:25]2)[CH2:14][CH2:15][CH:16]1[CH3:17].[CH4:7].[Cl-:5].[ClH:26].[NH4+:6]>>[NH2:6][C:10](=[O:9])[CH:12]1[N:13]([CH:18]([CH3:19])[c:20]2[cH:21][cH:22][cH:23][cH:24][cH:25]2)[CH2:14][CH2:15][CH:16]1[CH3:17].